This data is from the Open Reaction Database (ORD), a public repository of structured organic reaction records. The task is: describe an organic reaction: reactants, conditions, products, and yield Reaction SMILES: [CH2:33]([CH3:34])[N:35]([C:36](=[O:37])[Cl:38])[CH2:39][CH3:40].[ClH:1].[F:2][CH:3]([CH2:4][n:5]1[c:6]([C:24](=[O:25])[N:26]2[CH2:27][CH2:28][NH:29][CH2:30][CH2:31]2)[cH:7][c:8]2[cH:9][c:10]([O:14][CH:15]3[CH2:16][CH2:17][N:18]([CH:21]([CH3:22])[CH3:23])[CH2:19][CH2:20]3)[cH:11][cH:12][c:13]12)[F:32]>>[F:2][CH:3]([CH2:4][n:5]1[c:6]([C:24](=[O:25])[N:26]2[CH2:27][CH2:28][N:29]([C:36]([N:35]([CH2:33][CH3:34])[CH2:39][CH3:40])=[O:37])[CH2:30][CH2:31]2)[cH:7][c:8]2[cH:9][c:10]([O:14][CH:15]3[CH2:16][CH2:17][N:18]([CH:21]([CH3:22])[CH3:23])[CH2:19][CH2:20]3)[cH:11][cH:12][c:13]12)[F:32]. Reactants: CCN(CC)C(=O)Cl, Cl, CC(C)N1CCC(Oc2ccc3c(c2)cc(C(=O)N2CCNCC2)n3CC(F)F)CC1. The product is CCN(CC)C(=O)N1CCN(C(=O)c2cc3cc(OC4CCN(C(C)C)CC4)ccc3n2CC(F)F)CC1. The reactants are C(C)OC(C(C(=O)OCC)(CC)CC)=O (diethyl-malonic acid diethyl ester), [OH-].[K+] (potassium hydroxide). The solvent is C(C)O (ethanol). Yields the product C(C)OC(=O)C(C(=O)O)(CC)CC (2-(ethoxycarbonyl)-2-ethylbutanoic acid). Isolated yield 72.7%. As a reaction SMILES: [CH2:1]([O:3][C:4](=[O:15])[C:5]([CH2:13][CH3:14])([CH2:11][CH3:12])[C:6]([O:8]CC)=[O:7])[CH3:2].[OH-].[K+]>C(O)C>[CH2:1]([O:3][C:4]([C:5]([CH2:11][CH3:12])([CH2:13][CH3:14])[C:6]([OH:8])=[O:7])=[O:15])[CH3:2] |f:1.2|. Reported procedure: A solution of diethyl-malonic acid diethyl ester (3.0 g, 13.89 mmol) and potassium hydroxide (0.778 g, 13.89 mmol) in ethanol (50 ml) was stirred at room temperature for 18 hrs. The solvent was evaporated off and the residue was dissolved in water (20 ml) and extracted with dichloromethane (20 ml). This organic layer was discarded. The aqueous layer was then acidified with concentrated HCl and extracted with dichloromethane (3×20 ml). The combined organic layers were dried over magnesium sulfate... Reactants: Cl (HCl), [OH-].[Na+] (sodium hydroxide), C(#N)C=1C=C(C=CC1)[N+](=O)[O-] (3-cyano-1-nitrobenzene), C(C)(C)(C)C1=C(C(=CC=C1)C(C)(C)C)O (2,6-di-t-butylphenol). The solvent is CS(=O)C (dimethylsulfoxide). Reaction conditions: temperature 80 celsius. The product is C(C)(C)(C)C1=C(C(=CC(=C1)C1=C(C=C(C=C1)[N+](=O)[O-])C#N)C(C)(C)C)O (2,6-di-t-butyl-4-(2'-cyano-4'-nitrophenyl)phenol). Isolated yield 47.1%. RXN SMILES: [OH-].[Na+].[C:3]([C:5]1[CH:6]=[C:7]([N+:11]([O-:13])=[O:12])[CH:8]=[CH:9][CH:10]=1)#[N:4].[C:14]([C:18]1[CH:23]=[CH:22][CH:21]=[C:20]([C:24]([CH3:27])([CH3:26])[CH3:25])[C:19]=1[OH:28])([CH3:17])([CH3:16])[CH3:15].Cl>CS(C)=O>[C:24]([C:20]1[CH:21]=[C:22]([C:10]2[CH:9]=[CH:8][C:7]([N+:11]([O-:13])=[O:12])=[CH:6][C:5]=2[C:3]#[N:4])[CH:23]=[C:18]([C:14]([CH3:17])([CH3:16])[CH3:15])[C:19]=1[OH:28])([CH3:27])([CH3:26])[CH3:25] |f:0.1|. Procedure details: A mixture of 30 mg (0.75 mmol) of powdered sodium hydroxide, 87 mg (0.59 mmol) of 3-cyano-1-nitrobenzene, 155 mg (0.75 mmol) of 2,6-di-t-butylphenol, and 1.0 mL of dimethylsulfoxide was heated at 80° C. for 90 minutes and poured into 10 mL of 1N HCl, and the resulting aqueous mixture was extracted with three 10 mL portions of diethyl ether. The ether layers were combined, dried over magnesium sulfate, and concentrated. Purification of the residue by preparative thin layer chromatography and crys...